Dataset: the Open Reaction Database (ORD), a public repository of structured organic reaction records. Task: describe an organic reaction: reactants, conditions, products, and yield Reactants: C=CC=C (butadiene), C(=O)=O (dry ice), C=CC1=CC=CC=C1 (styrene), C=CC=C (butadiene), 0.523, C(CCC)[Li] (n-butyllithium). Run in CCCCCC (hexane). Yields the product C=CC=C.C=CC1=CC=CC=C1 (styrene-butadiene). The yield is 18.8%. Reaction SMILES: C(=O)=O.[CH2:4]=[CH:5][C:6]1[CH:11]=[CH:10][CH:9]=[CH:8][CH:7]=1.C=CC=C.C([Li])CCC>CCCCCC>[CH2:4]=[CH:5][CH:6]=[CH2:7].[CH2:4]=[CH:5][C:6]1[CH:11]=[CH:10][CH:9]=[CH:8][CH:7]=1 |f:5.6|. Procedure: A one-liter round bottom flask is equipped with a dry ice cooled reflux condenser and an agitator. The vessel is provided with a nitrogen atmosphere and charged with 318 grams of purified styrene and 170 grams of purified butadiene. The contents of the flask were at ambient temperature (about 22° C.). The polymerization was initiated by the addition of 2 milliliters of a 0.523 normal solution of n-butyllithium in hexane. The polymerization temperature in the flask varied from about 14° C. to 24°... Starting materials: CCOC(C)=O, COc1cc(F)c(C(C)C)cc1-c1cc2c([N+](=O)[O-])cccc2cc1CN1C(=O)OC(c2cc(C(F)(F)F)cc(C(F)(F)F)c2)C1C. Product: COc1cc(F)c(C(C)C)cc1-c1cc2c(N)cccc2cc1CN1C(=O)OC(c2cc(C(F)(F)F)cc(C(F)(F)F)c2)C1C. Reaction SMILES: [CH3:48][CH2:49][O:50][C:51]([CH3:52])=[O:53].[F:1][C:2]([c:3]1[cH:4][c:5]([CH:13]2[CH:14]([CH3:45])[N:15]([CH2:19][c:20]3[cH:21][c:22]4[cH:23][cH:24][cH:25][c:26]([N+:42]([O-:43])=[O:44])[c:27]4[cH:28][c:29]3-[c:30]3[c:31]([O:40][CH3:41])[cH:32][c:33]([F:39])[c:34]([CH:36]([CH3:37])[CH3:38])[cH:35]3)[C:16](=[O:18])[O:17]2)[cH:6][c:7]([C:9]([F:10])([F:11])[F:12])[cH:8]1)([F:46])[F:47]>>[F:1][C:2]([c:3]1[cH:4][c:5]([CH:13]2[CH:14]([CH3:45])[N:15]([CH2:19][c:20]3[cH:21][c:22]4[cH:23][cH:24][cH:25][c:26]([NH2:42])[c:27]4[cH:28][c:29]3-[c:30]3[c:31]([O:40][CH3:41])[cH:32][c:33]([F:39])[c:34]([CH:36]([CH3:37])[CH3:38])[cH:35]3)[C:16](=[O:18])[O:17]2)[cH:6][c:7]([C:9]([F:10])([F:11])[F:12])[cH:8]1)([F:46])[F:47]. Starting materials: C[C@@H]1C[C@@H]([C@@H]2[C@H](C[C@H]([C@@](O2)(C(=O)C(=O)N3CCCC[C@H]3C(=O)O[C@@H]([C@@H]([C@H](CC(=O)[C@@H](/C=C(/C1)\C)CC=C)O)C)/C(=C/[C@@H]4CC[C@H]([C@@H](C4)OC)O)/C)O)C)OC)OC (FR-900506), [N+](=O)([O-])C1=CC=C(C(=O)Cl)C=C1 (p-nitrobenzoyl chloride). Solvent: C(C)(=O)OCC (ethyl acetate), N1=CC=CC=C1 (pyridine). Reaction conditions: time 2 hour. The product is C(C=C)C1C(CC(C(C(OC(C2CCCCN2C(C(C2(C(CC(C(C(CC(CC(=C1)C)C)OC)O2)OC)C)O)=O)=O)=O)C(=CC2CC(C(CC2)OC(C2=CC=C(C=C2)[N+](=O)[O-])=O)OC)C)C)O)=O (17-allyl-1,14-dihydroxy-23,25-dimethoxy-13,19,21,27-tetramethyl-12-[2-[4-(p-nitrobenzoyloxy)-3-methoxycyclohexyl]-1-methylvinyl]-11,28-dioxa-4-azatricylco[22.3.1.04,9 ]octacos-18-ene-2,3,10,16-tetraone). Reaction SMILES: [CH3:1][C@H:2]1[CH2:33][C:32]([CH3:34])=[CH:31][C@@H:30]([CH2:35][CH:36]=[CH2:37])[C:28](=[O:29])[CH2:27][C@H:26]([OH:38])[C@@H:25]([CH3:39])[C@@H:24](/[C:40](/[CH3:51])=[CH:41]/[C@H:42]2[CH2:47][C@@H:46]([O:48][CH3:49])[C@H:45]([OH:50])[CH2:44][CH2:43]2)[O:23][C:21](=[O:22])[C@H:20]2[N:15]([CH2:16][CH2:17][CH2:18][CH2:19]2)[C:13](=[O:14])[C:11](=[O:12])[C@:9]2([OH:52])[O:10][C@@H:5]([C@@H:6]([O:54][CH3:55])[CH2:7][C@H:8]2[CH3:53])[C@@H:4]([O:56][CH3:57])[CH2:3]1.[N+:58]([C:61]1[CH:69]=[CH:68][C:64]([C:65](Cl)=[O:66])=[CH:63][CH:62]=1)([O-:60])=[O:59]>N1C=CC=CC=1.C(OCC)(=O)C>[CH2:35]([CH:30]1[CH:31]=[C:32]([CH3:34])[CH2:33][CH:2]([CH3:1])[CH2:3][CH:4]([O:56][CH3:57])[CH:5]2[O:10][C:9]([OH:52])([CH:8]([CH3:53])[CH2:7][CH:6]2[O:54][CH3:55])[C:11](=[O:12])[C:13](=[O:14])[N:15]2[CH:20]([CH2:19][CH2:18][CH2:17][CH2:16]2)[C:21](=[O:22])[O:23][CH:24]([C:40]([CH3:51])=[CH:41][CH:42]2[CH2:43][CH2:44][CH:45]([O:50][C:65](=[O:66])[C:64]3[CH:63]=[CH:62][C:61]([N+:58]([O-:60])=[O:59])=[CH:69][CH:68]=3)[CH:46]([O:48][CH3:49])[CH2:47]2)[CH:25]([CH3:39])[CH:26]([OH:38])[CH2:27][C:28]1=[O:29])[CH:36]=[CH2:37]. Procedure: To a solution of the FR-900506 substance (30.5 mg) in pyridine (1 ml) was added p-nitrobenzoyl chloride (ca. 100 mg), and the mixture was stirred at room temperature for 2 hours. The reaction mixture was diluted with ethyl acetate, and washed with a saturated aqueous sodium hydrogen carbonate, water, 1N-hydrochloric acid, water, a saturated aqueous sodium hydrogen carbonate, water and an aqueous sodium chloride, successively, and then dried. The resulting solution was concentrated under reduced ... Yields the product Cc1cc(C)cc(Cn2c3cccc(O)c3c3c(C(N)=O)cccc32)c1. The reactants are C1CCOC1, COC(=O)c1cccc2c1c1c(O)cccc1n2Cc1cc(C)cc(C)c1, CCOC(C)=O, Cl, [NH4+], [OH-]. As a reaction SMILES: [CH2:31]1[O:32][CH2:33][CH2:34][CH2:35]1.[CH3:1][c:2]1[cH:3][c:4]([CH2:9][n:10]2[c:11]3[cH:12][cH:13][cH:14][c:15]([C:24]([O:26][CH3:25])=[O:27])[c:16]3[c:17]3[c:18]([OH:23])[cH:19][cH:20][cH:21][c:22]23)[cH:5][c:6]([CH3:8])[cH:7]1.[CH3:36][CH2:37][O:38][C:39](=[O:40])[CH3:41].[ClH:28].[NH4+:29].[OH-:30]>>[CH3:1][c:2]1[cH:3][c:4]([CH2:9][n:10]2[c:11]3[cH:12][cH:13][cH:14][c:15]([C:24](=[O:26])[NH2:29])[c:16]3[c:17]3[c:18]([OH:23])[cH:19][cH:20][cH:21][c:22]23)[cH:5][c:6]([CH3:8])[cH:7]1.